Dataset: the Open Reaction Database (ORD), a public repository of structured organic reaction records. Task: describe an organic reaction: reactants, conditions, products, and yield Starting materials: CCOC(=O)c1cnn(C2CCCCC2)c1C(F)(F)F, CO, [Li+], [OH-], O. Yields the product O=C(O)c1cnn(C2CCCCC2)c1C(F)(F)F. RXN SMILES: [CH2:1]([CH3:2])[O:3][C:4](=[O:5])[c:6]1[cH:7][n:8][n:9]([CH:15]2[CH2:16][CH2:17][CH2:18][CH2:19][CH2:20]2)[c:10]1[C:11]([F:12])([F:13])[F:14].[CH3:24][OH:25].[Li+:22].[OH-:23].[OH2:21]>>[O:3]=[C:4]([OH:5])[c:6]1[cH:7][n:8][n:9]([CH:15]2[CH2:16][CH2:17][CH2:18][CH2:19][CH2:20]2)[c:10]1[C:11]([F:12])([F:13])[F:14]. The reactants are C1(=CC=C(C=C1)C(=O)N1[C@@H](CC(C1)=NOC)C(N)=NO)C1=CC=CC=C1 ((2S,4EZ)-1-([1,1′-biphenyl]-4-ylcarbonyl)-N′-hydroxy-4-(methoxyimino)-2-pyrrolidinecarboximidamide), C1(=CC=C(C=C1)C(=O)N1[C@@H](CC(C1)=NOC)C(N)=NO)C1=CC=CC=C1 ((2S,4EZ)-1-([1,1′-biphenyl]-4-ylcarbonyl)-N′-hydroxy-4-(methoxyimino)-2-pyrrolidinecarboximidamide), COCCC(=O)O (3-methoxypropanoic acid). The product is CON=C1CN([C@@H](C1)C1=NOC(=N1)CCOC)C(=O)C1=CC=C(C=C1)C1=CC=CC=C1 ((3EZ,5S)-1-([1,1′-biphenyl]-4-ylcarbonyl)-5-[5-(2-methoxyethyl)-1,2,4-oxadiazol-3-yl]-3-pyrrolidinone O-methyloxime). As a reaction SMILES: [C:1]1([C:21]2[CH:26]=[CH:25][CH:24]=[CH:23][CH:22]=2)[CH:6]=[CH:5][C:4]([C:7]([N:9]2[CH2:13][C:12](=[N:14][O:15][CH3:16])[CH2:11][C@H:10]2[C:17](=[N:19][OH:20])[NH2:18])=[O:8])=[CH:3][CH:2]=1.[CH3:27][O:28][CH2:29][CH2:30][C:31](O)=O>>[CH3:16][O:15][N:14]=[C:12]1[CH2:11][C@@H:10]([C:17]2[N:18]=[C:31]([CH2:30][CH2:29][O:28][CH3:27])[O:20][N:19]=2)[N:9]([C:7]([C:4]2[CH:3]=[CH:2][C:1]([C:21]3[CH:26]=[CH:25][CH:24]=[CH:23][CH:22]=3)=[CH:6][CH:5]=2)=[O:8])[CH2:13]1. Procedure: Following the general method as outlined in Example 15, starting from (2S,4EZ)-1-([1,1′-biphenyl]-4-ylcarbonyl)-N′-hydroxy-4-(methoxyimino)-2-pyrrolidinecarboximidamide (Intermediate 8) and 3-methoxypropanoic acid, the title compound was obtained in 80% purity by HPLC. MS(ESI+): m/z=421.1. The reactants are OC1(CCCCCC1)C(C1=NNC=N1)C1=CC=C(C#N)C=C1 (4-[1-hydroxycyclohept-1-yl-1(1,2,4-triazolyl)methyl]benzonitrile), S(=O)(Cl)Cl (thionyl chloride). Solvent: ClCCl (dichloromethane). Reaction conditions: time 2 hour. Product: C1(CCCCCC1)=C(C1=NNC=N1)C1=CC=C(C#N)C=C1 (4-[1-Cycloheptylidene-1-(1,2,4-triazolyl)methyl]benzonitrile). Reaction SMILES: O[C:2]1([CH:9]([C:15]2[CH:22]=[CH:21][C:18]([C:19]#[N:20])=[CH:17][CH:16]=2)[C:10]2[N:14]=[CH:13][NH:12][N:11]=2)[CH2:8][CH2:7][CH2:6][CH2:5][CH2:4][CH2:3]1.S(Cl)(Cl)=O>ClCCl>[C:2]1(=[C:9]([C:15]2[CH:22]=[CH:21][C:18]([C:19]#[N:20])=[CH:17][CH:16]=2)[C:10]2[N:14]=[CH:13][NH:12][N:11]=2)[CH2:3][CH2:4][CH2:5][CH2:6][CH2:7][CH2:8]1. Procedure details: 7 g of crude 4-[1-hydroxycyclohept-1-yl-1(1,2,4-triazolyl)methyl]benzonitrile is dissolved in 50 ml of dichloromethane at 0° and stirred with 20 ml of thionyl chloride for 1 hour at 0°. Then the mixture is concentrated to dryness under an oil pump vacuum, dissolved in 50 ml of dichloromethane, stirred for 2 hours with 30 ml of triethylamine, diluted with water, extracted three times with ethyl acetate, washed with sodium chloride solution, dried over sodium sulfate, concentrated to dryness under... Run at temperature 20 celsius. Reaction SMILES: [CH3:1][C:2]([C:4]1[CH:9]=[CH:8][C:7]([O:10][CH3:11])=[CH:6][CH:5]=1)=[O:3].[C:12](=O)([O:16]CC)[O:13][CH2:14][CH3:15]>C1(C)C=CC=CC=1>[CH3:11][O:10][C:7]1[CH:8]=[CH:9][C:4]([C:2]([CH2:1][C:12]([O:13][CH2:14][CH3:15])=[O:16])=[O:3])=[CH:5][CH:6]=1. Run in C1(=CC=CC=C1)C (toluene), C1(=CC=CC=C1)C (toluene). Product: COC1=CC=C(C(=O)CC(=O)OCC)C=C1 (Ethyl (4-methoxybenzoyl)acetate). Reported procedure: To potassium t-amylate (25 wt %, 50.8 kg, 99.26 mol) in toluene (15.2 kg) cooled to 5° C. under mechanical stirring and under nitrogen was added a mixture of 4-methoxyacetophenone (6.755 kg, 44.98 mol) and diethyl carbonate (6.40 kg, 54.18 mol) in toluene over 1 hour maintaining the temperature below 10° C. The reaction mixture was heated to 60° C. for 8 hours until no 4-methoxyacetophenone was detected by HPLC. The mixture was cooled to 20° C. and quenched by adding to a mixture of acetic acid ... Starting materials: CC(=O)C1=CC=C(C=C1)OC (4-methoxyacetophenone), potassium t-amylate, CC(=O)C1=CC=C(C=C1)OC (4-methoxyacetophenone), C(OCC)(OCC)=O (diethyl carbonate). Reactants: BrCCCl (1-bromo-2-chloroethane), N1C=CC2=C(C=CC=C12)N1CCNCC1 (1-(4-indolyl)piperazine), CCN(C(C)C)C(C)C (DIPEA). The solvent is O (H2O). The product is ClCCN1CCN(CC1)C1=C2C=CNC2=CC=C1 (1-(2-chloroethyl)-4-(4-indolyl)piperazine). The yield is 36.0%. RXN SMILES: Br[CH2:2][CH2:3][Cl:4].[NH:5]1[C:13]2[C:8](=[C:9]([N:14]3[CH2:19][CH2:18][NH:17][CH2:16][CH2:15]3)[CH:10]=[CH:11][CH:12]=2)[CH:7]=[CH:6]1.CCN(C(C)C)C(C)C>O>[Cl:4][CH2:3][CH2:2][N:17]1[CH2:18][CH2:19][N:14]([C:9]2[CH:10]=[CH:11][CH:12]=[C:13]3[C:8]=2[CH:7]=[CH:6][NH:5]3)[CH2:15][CH2:16]1. Reported procedure: 8.3 mL of 1-bromo-2-chloroethane, 1.2 g of 1-(4-indolyl)piperazine and 1.2 mL of DIPEA was stirred at 60° C. for 3 h under nitrogen atmosphere. To the solution, cooled at r.t., was added 30 mL of H2O. The mixture was then extracted with CH2Cl2-MeOH 7:3 (3×15 mL). The organic layer, dried on an. Na2SO4, was evaporated to dryness. The crude was purified by flash chromatography (CH2Cl2-MeOH 98:2) to give 0.57 g (36%) of the title compound.